This data is from the Open Reaction Database (ORD), a public repository of structured organic reaction records. The task is: describe an organic reaction: reactants, conditions, products, and yield Yields the product NCCNC1=C(C=C(C=C1C)C(C(F)(F)F)(C(F)(F)F)O)C (N-(2-AMINOETHYL)-2,6-DIMETHYL-4-(HEXAFLUORO-2-HYDROXY-2-PROPYL)ANILINE). RXN SMILES: Cl.Cl[CH2:3][CH2:4][NH:5][C:6]1[C:11]([CH3:12])=[CH:10][C:9]([C:13]([OH:22])([C:18]([F:21])([F:20])[F:19])[C:14]([F:17])([F:16])[F:15])=[CH:8][C:7]=1[CH3:23].[NH3:24]>C(O)C>[NH2:24][CH2:3][CH2:4][NH:5][C:6]1[C:11]([CH3:12])=[CH:10][C:9]([C:13]([OH:22])([C:18]([F:21])([F:20])[F:19])[C:14]([F:17])([F:16])[F:15])=[CH:8][C:7]=1[CH3:23] |f:0.1|. The reactants are N (NH3), Cl.ClCCNC1=C(C=C(C=C1C)C(C(F)(F)F)(C(F)(F)F)O)C (N-(2-chloroethyl)-2,6-dimethyl-4-(hexafluoro-2-hydroxy-2-propyl)aniline hydrochloride), steel. Reported procedure: Dissolve N-(2-chloroethyl)-2,6-dimethyl-4-(hexafluoro-2-hydroxy-2-propyl)aniline hydrochloride (19.3 g, 50 mmol) in 100 ml ethanol, and bubble is NH3 (8.5 g, 0.50 mol). Heat in a steel bomb 16 hours at 100°. Let cool and partition between ether and water. Extract the ether with 1.0 N HCl. Basify the aqueous with Na2CO3, extract with ether, dry and concentrate. Recrystallize from ether-hexane to give the title compound as a solid product, m.p. 158°-161° C. Solvent: C(C)O (ethanol). Reactants: Cl (HCl), ClC1=C(C=C(C(=O)O)C=C1)S(N(CC)CC)(=O)=O (4-chloro-3-diethylsulfamoylbenzoic acid). Run in S(=O)(Cl)Cl (thionyl chloride). Product: ClC1=C(C=C(C(=O)Cl)C=C1)S(N(CC)CC)(=O)=O (4-chloro-3-diethylsulfamoylbenzoyl chloride). RXN SMILES: [Cl:1][C:2]1[CH:10]=[CH:9][C:5]([C:6](O)=[O:7])=[CH:4][C:3]=1[S:11](=[O:18])(=[O:17])[N:12]([CH2:15][CH3:16])[CH2:13][CH3:14].[ClH:19]>S(Cl)(Cl)=O>[Cl:1][C:2]1[CH:10]=[CH:9][C:5]([C:6]([Cl:19])=[O:7])=[CH:4][C:3]=1[S:11](=[O:18])(=[O:17])[N:12]([CH2:15][CH3:16])[CH2:13][CH3:14]. Procedure details: 39 g of 4-chloro-3-diethylsulfamoylbenzoic acid were boiled under reflux in 200 ml of thionyl chloride until the development of HCl had finished and the thionyl chloride was then distilled off under reduced pressure. 4-chloro-3-diethylsulfamoylbenzoyl chloride was obtained as fair yellow oil. Starting materials: NC(=O)c1cc2ncnc(Oc3ccccc3)c2[nH]1, O=P(Cl)(Cl)Cl. Yields the product N#Cc1cc2ncnc(Oc3ccccc3)c2[nH]1. Reaction SMILES: [O:1]([c:2]1[cH:3][cH:4][cH:5][cH:6][cH:7]1)[c:8]1[c:9]2[c:10]([n:11][cH:12][n:13]1)[cH:14][c:15]([C:17](=[O:18])[NH2:19])[nH:16]2.[P:20]([Cl:21])([Cl:22])([Cl:23])=[O:24]>>[O:1]([c:2]1[cH:3][cH:4][cH:5][cH:6][cH:7]1)[c:8]1[c:9]2[c:10]([n:11][cH:12][n:13]1)[cH:14][c:15]([C:17]#[N:19])[nH:16]2. The reactants are COC(C1=C(C=C(C=C1)O)Cl)=O (2-Chloro-4-hydroxy-benzoic acid methyl ester), [H-].[Na+] (NaH), S(=O)(=O)(OC)OC (dimethyl sulfate), ice water. Solvent: O1CCOCC1 (dioxane). Reaction conditions: temperature 62.5 celsius, time 1 hour. Yields the product COC(C1=C(C=C(C=C1)OC)Cl)=O (2-Chloro-4-methoxy-benzoic acid methyl ester). As a reaction SMILES: [CH3:1][O:2][C:3](=[O:12])[C:4]1[CH:9]=[CH:8][C:7]([OH:10])=[CH:6][C:5]=1[Cl:11].[H-].[Na+].S(OC)(O[CH3:19])(=O)=O>O1CCOCC1>[CH3:1][O:2][C:3](=[O:12])[C:4]1[CH:9]=[CH:8][C:7]([O:10][CH3:19])=[CH:6][C:5]=1[Cl:11] |f:1.2|. Reported procedure: To a solution of compound of example 163 (2.8 g, 15 mmol) in dry dioxane (50 mL) was added NaH (50%, 1.44 g, 30 mmol) and dimethyl sulfate (3.78 g, 30 mmol). It was stirred at 60-65° C. for 1 h. It was poured into ice water and extracted with EtOAc (2×100 mL). The organic extract was washed with brine, dried (anhydrous Na2SO4) and concentrated to obtain the title compound. Reactants: N1(CCNCC1)C1=NC=NC2=CC=C(C=C12)C1=NN(C=C1)C(C1=CC=CC=C1)(C1=CC=CC=C1)C1=CC=CC=C1 (4-piperazin-1-yl-6-(1-trityl-1H-pyrazolyl) quinazoline), ClCC1=CC=C(C=C1)C (1-chloromethyl-4-methyl benzene), C([O-])([O-])=O.[K+].[K+] (potassium carbonate). The solvent is CN(C=O)C (N,N-dimethylformamide). Conditions: time 5 hour. Product: CC1=CC=C(CN2CCN(CC2)C2=NC=NC3=CC=C(C=C23)C2=NN(C=C2)C(C2=CC=CC=C2)(C2=CC=CC=C2)C2=CC=CC=C2)C=C1 (4-[4-(4-Methylbenzyl)piperazin-1-yl]-6-(1-trityl-1H-pyrazolyl) quinazoline). Isolated yield 125.1%. As a reaction SMILES: [N:1]1([C:7]2[C:16]3[C:11](=[CH:12][CH:13]=[C:14]([C:17]4[CH:21]=[CH:20][N:19]([C:22]([C:35]5[CH:40]=[CH:39][CH:38]=[CH:37][CH:36]=5)([C:29]5[CH:34]=[CH:33][CH:32]=[CH:31][CH:30]=5)[C:23]5[CH:28]=[CH:27][CH:26]=[CH:25][CH:24]=5)[N:18]=4)[CH:15]=3)[N:10]=[CH:9][N:8]=2)[CH2:6][CH2:5][NH:4][CH2:3][CH2:2]1.Cl[CH2:42][C:43]1[CH:48]=[CH:47][C:46]([CH3:49])=[CH:45][CH:44]=1.C(=O)([O-])[O-].[K+].[K+]>CN(C)C=O>[CH3:42][C:43]1[CH:48]=[CH:47][C:46]([CH2:49][N:4]2[CH2:3][CH2:2][N:1]([C:7]3[C:16]4[C:11](=[CH:12][CH:13]=[C:14]([C:17]5[CH:21]=[CH:20][N:19]([C:22]([C:35]6[CH:36]=[CH:37][CH:38]=[CH:39][CH:40]=6)([C:29]6[CH:30]=[CH:31][CH:32]=[CH:33][CH:34]=6)[C:23]6[CH:28]=[CH:27][CH:26]=[CH:25][CH:24]=6)[N:18]=5)[CH:15]=4)[N:10]=[CH:9][N:8]=3)[CH2:6][CH2:5]2)=[CH:45][CH:44]=1 |f:2.3.4|. Reported procedure: 100 mg 4-piperazin-1-yl-6-(1-trityl-1H-pyrazolyl) quinazoline (compound in Example 827) and 54 mg 1-chloromethyl-4-methyl benzene were dissolved in N,N-dimethylformamide, then 79 mg potassium carbonate was added thereto, and the mixture was stirred for about 5 hours at room temperature. The reaction solution was concentrated, and the residue was purified by silica gel column chromatography to give 150 mg of the title compound.